This data is from the Open Reaction Database (ORD), a public repository of structured organic reaction records. The task is: describe an organic reaction: reactants, conditions, products, and yield Reactants: OCC1=CC(=CC(=C1)C(=O)NCC(CO)O)[N+](=O)[O-] (1-Hydroxymethyl-3-nitro-5-(2,3-dihydroxypropylaminocarbonyl)benzene). Reagents/catalysts: [Pd] (Pd/C). Solvent: CO (methanol). Product: OCC=1C=C(N)C=C(C1)C(=O)NCC(CO)O (3-Hydroxymethyl-5-(2,3-dihydroxypropylaminocarbonyl)aniline). Reaction SMILES: [OH:1][CH2:2][C:3]1[CH:8]=[C:7]([C:9]([NH:11][CH2:12][CH:13]([OH:16])[CH2:14][OH:15])=[O:10])[CH:6]=[C:5]([N+:17]([O-])=O)[CH:4]=1>CO.[Pd]>[OH:1][CH2:2][C:3]1[CH:4]=[C:5]([CH:6]=[C:7]([C:9]([NH:11][CH2:12][CH:13]([OH:16])[CH2:14][OH:15])=[O:10])[CH:8]=1)[NH2:17]. Procedure: 1-Hydroxymethyl-3-nitro-5-(2,3-dihydroxypropylaminocarbonyl)benzene (12.0 g, 44.4 mmol) was hydrogenated in methanol (150 ml) at 60 psi H2 using Pd/C (10%, 100 mg) as the catalyst. The catalyst was removed by filtration and the residue was evaporated. Addition of methanol (10 ml) precipitated the product as a white solid which was filtered off and dried. Yield: 6.6 g (62%).